Dataset: the Open Reaction Database (ORD), a public repository of structured organic reaction records. Task: describe an organic reaction: reactants, conditions, products, and yield Reactants: CCCCCC(CC(=O)Nc1cc(CO)ccc1C(C)(C)C)c1ccc(OC)c(OC)c1OC, ClC(Cl)Cl. Product: CCCCCC(CC(=O)Nc1cc(C=O)ccc1C(C)(C)C)c1ccc(OC)c(OC)c1OC. RXN SMILES: [C:1]([CH3:2])([CH3:3])([CH3:4])[c:5]1[c:6]([NH:13][C:14]([CH2:15][CH:16]([CH2:17][CH2:18][CH2:19][CH2:20][CH3:21])[c:22]2[c:23]([O:32][CH3:33])[c:24]([O:30][CH3:31])[c:25]([O:28][CH3:29])[cH:26][cH:27]2)=[O:34])[cH:7][c:8]([CH2:11][OH:12])[cH:9][cH:10]1.[CH:35]([Cl:36])([Cl:37])[Cl:38]>>[C:1]([CH3:2])([CH3:3])([CH3:4])[c:5]1[c:6]([NH:13][C:14]([CH2:15][CH:16]([CH2:17][CH2:18][CH2:19][CH2:20][CH3:21])[c:22]2[c:23]([O:32][CH3:33])[c:24]([O:30][CH3:31])[c:25]([O:28][CH3:29])[cH:26][cH:27]2)=[O:34])[cH:7][c:8]([CH:11]=[O:12])[cH:9][cH:10]1. Product: C(C)(C)(C)OC(NCCCC[C@@H](CO)NC(=O)OCC1=CC=CC=C1)=O ((S)-(5-Benzyloxycarbonylamino-6-hydroxy-hexyl)-carbamic acid tert-butyl ester). Reported procedure: Commercially available (S)-2-benzyloxycarbonylamino-6-tert-butoxycarbonylamino-hexanoic acid (1) (14.89 g) was dissolved in 120 mL dry THF. This solution was cooled to −10° C. BH3 (80 mL, 1M in THF) was slowly added and the resulting solution was stirred for 1 hour below −5° C. and was allowed to warm to room temperature overnight. The reaction was quenched with MeOH, evaporated to dryness and use as such in the next reaction. Conditions: temperature -10 celsius, time 1 hour. Reactants: C(C1=CC=CC=C1)OC(=O)N[C@H](C(=O)O)CCCCNC(=O)OC(C)(C)C ((S)-2-benzyloxycarbonylamino-6-tert-butoxycarbonylamino-hexanoic acid). Run in C1CCOC1 (THF), C1CCOC1 (THF). Reaction SMILES: [CH2:1]([O:8][C:9]([NH:11][C@@H:12]([CH2:16][CH2:17][CH2:18][CH2:19][NH:20][C:21]([O:23][C:24]([CH3:27])([CH3:26])[CH3:25])=[O:22])[C:13](O)=[O:14])=[O:10])[C:2]1[CH:7]=[CH:6][CH:5]=[CH:4][CH:3]=1>C1COCC1>[C:24]([O:23][C:21](=[O:22])[NH:20][CH2:19][CH2:18][CH2:17][CH2:16][C@H:12]([NH:11][C:9]([O:8][CH2:1][C:2]1[CH:7]=[CH:6][CH:5]=[CH:4][CH:3]=1)=[O:10])[CH2:13][OH:14])([CH3:27])([CH3:25])[CH3:26]. Starting materials: CC(NS(=O)C(C)(C)C)c1ccc(C(=O)[O-])s1, Cl. Product: Cl, CC(N)c1ccc(C(=O)O)s1. As a reaction SMILES: [C:1]([S:2](=[O:3])[NH:7][CH:8]([CH3:9])[c:10]1[cH:11][cH:12][c:13]([C:15](=[O:16])[O-:17])[s:14]1)([CH3:4])([CH3:5])[CH3:6].[ClH:18]>>[ClH:18].[NH2:7][CH:8]([CH3:9])[c:10]1[cH:11][cH:12][c:13]([C:15](=[O:16])[OH:17])[s:14]1. The reactants are NC1=NC(=CC(=N1)N1C[C@H](CC[C@H]1C)C(=O)NC1CCC(CC1)C)C1=CC(=C(C=C1)C#N)F ((3S,6R)-1-[2-amino-6-(4-cyano-3-fluorophenyl)-4-pyrimidinyl]-6-methyl-N-(4-methylcyclohexyl)-3-piperidinecarboxamide), CCO (EtOH), CCN(C(C)C)C(C)C (Hunig's base), NN (hydrazine). The solvent is O (Water), CO (CH3OH). Conditions: temperature 110 celsius, time 8 hour. The product is NC1=NC(=CC(=N1)N1C[C@H](CC[C@H]1C)C(=O)NC1CCC(CC1)C)C1=CC=C2C(=NNC2=C1)N ((3S,6R)-1-[2-Amino-6-(3-amino-1H-indazol-6-yl)-4-pyrimidinyl]-6-methyl-N-(4-methylcyclohexyl)-3-piperidinecarboxamide). The yield is 48.1%. Reaction SMILES: [NH2:1][C:2]1[N:7]=[C:6]([N:8]2[C@H:13]([CH3:14])[CH2:12][CH2:11][C@H:10]([C:15]([NH:17][CH:18]3[CH2:23][CH2:22][CH:21]([CH3:24])[CH2:20][CH2:19]3)=[O:16])[CH2:9]2)[CH:5]=[C:4]([C:25]2[CH:30]=[CH:29][C:28]([C:31]#[N:32])=[C:27](F)[CH:26]=2)[N:3]=1.CCO.CCN(C(C)C)C(C)C.[NH2:46][NH2:47]>O.CO>[NH2:1][C:2]1[N:7]=[C:6]([N:8]2[C@H:13]([CH3:14])[CH2:12][CH2:11][C@H:10]([C:15]([NH:17][CH:18]3[CH2:23][CH2:22][CH:21]([CH3:24])[CH2:20][CH2:19]3)=[O:16])[CH2:9]2)[CH:5]=[C:4]([C:25]2[CH:26]=[C:27]3[C:28]([C:31]([NH2:32])=[N:46][NH:47]3)=[CH:29][CH:30]=2)[N:3]=1. Reported procedure: Into a microwave tube, (3S,6R)-1-[2-amino-6-(4-cyano-3-fluorophenyl)-4-pyrimidinyl]-6-methyl-N-(4-methylcyclohexyl)-3-piperidinecarboxamide (192.2 mg, 0.427 mmol), 5 mL of EtOH, Hunig's base (0.298 mL, 1.706 mmol), and hydrazine anhydrous (0.080 mL, 2.56 mmol) were added, and the yellow suspension mixture was heated overnight at 110° C. in an oil bath. When the temperature of the reaction reached 100° C., the solid in the mixture was all dissolved. After overnight, there was a yellow suspension ... The reactants are ClC1=CC=C2C(=CC=NC2=C1)N1CCN(CC1)C(OC1=CC=CC=C1)=NC#N (7-Chloro-4-[4-(cyanimino(phenoxy)methyl)piperazin-1-yl]quinoline), C(C)(C)(C)N (tert-butylamine). Solvent: N1=CC=CC=C1 (pyridine). Product: C(C)(C)(C)NC(N1CCN(CC1)C1=CC=NC2=CC(=CC=C12)Cl)=NC#N (4-[4-(tert-Butylamino(cyanimino)methyl)piperazin-1-yl]-7-chloroquinoline). Reaction SMILES: [Cl:1][C:2]1[CH:11]=[C:10]2[C:5]([C:6]([N:12]3[CH2:17][CH2:16][N:15]([C:18](=[N:26][C:27]#[N:28])OC4C=CC=CC=4)[CH2:14][CH2:13]3)=[CH:7][CH:8]=[N:9]2)=[CH:4][CH:3]=1.[C:29]([NH2:33])([CH3:32])([CH3:31])[CH3:30]>N1C=CC=CC=1>[C:29]([NH:33][C:18](=[N:26][C:27]#[N:28])[N:15]1[CH2:14][CH2:13][N:12]([C:6]2[C:5]3[C:10](=[CH:11][C:2]([Cl:1])=[CH:3][CH:4]=3)[N:9]=[CH:8][CH:7]=2)[CH2:17][CH2:16]1)([CH3:32])([CH3:31])[CH3:30]. Reported procedure: 7-Chloro-4-[4-(cyanimino(phenoxy)methyl)piperazin-1-yl]quinoline (53 mg, 0.14 mmol) and tert-butylamine (2.0 mL, 19 mmol) are heated in pyridine (10 mL) for 6 h at reflux. The solvent is removed, and the residue purified by column chromatography with CH2Cl2-MeOH giving the title product as a colorless solid. Starting materials: [Al+3], BrBr, O=C1CCCc2ccccc21, CCOCC, [Cl-], [Cl-], [Cl-], Cl, O. The product is O=C1CCCc2c(Br)cccc21. RXN SMILES: [Al+3:2].[Br:16][Br:17].[C:5]1(=[O:15])[CH2:6][CH2:7][CH2:8][c:9]2[cH:10][cH:11][cH:12][cH:13][c:14]21.[CH3:20][CH2:21][O:22][CH2:23][CH3:24].[Cl-:1].[Cl-:3].[Cl-:4].[ClH:18].[OH2:19]>>[C:5]1(=[O:15])[CH2:6][CH2:7][CH2:8][c:9]2[c:10]([Br:16])[cH:11][cH:12][cH:13][c:14]21.